From a dataset of the Open Reaction Database (ORD), a public repository of structured organic reaction records. describe an organic reaction: reactants, conditions, products, and yield The reactants are O.O.O.O.O.O.O.O.O.O.S(=O)(=O)([O-])[O-].[Na+].[Na+] (sodium sulfate decahydrate), [H-].[Al+3].[Li+].[H-].[H-].[H-] (lithium aluminum hydride), O1CCCC1 (tetrahydrofuran), C(CCC)C1=CC=C(C(=O)N)C=C1 (4-butylbenzamide). Solvent: C(C)OCC (ethyl ether). Run at time 1 hour. Product: C(CCC)C1=CC=C(C=C1)CN (4-Butylbenzenemethanamine). The yield is 98.4%. As a reaction SMILES: [H-].[Al+3].[Li+].[H-].[H-].[H-].[CH2:7]([C:11]1[CH:19]=[CH:18][C:14]([C:15]([NH2:17])=O)=[CH:13][CH:12]=1)[CH2:8][CH2:9][CH3:10].O1CCCC1.O.O.O.O.O.O.O.O.O.O.S([O-])([O-])(=O)=O.[Na+].[Na+]>C(OCC)C>[CH2:7]([C:11]1[CH:12]=[CH:13][C:14]([CH2:15][NH2:17])=[CH:18][CH:19]=1)[CH2:8][CH2:9][CH3:10] |f:0.1.2.3.4.5,8.9.10.11.12.13.14.15.16.17.18.19.20|. Reported procedure: To a suspension of 15 g of lithium aluminum hydride in 200 ml of anhydrous ethyl ether under argon was added, at room temperature, a solution of 32.0 g of 4-butylbenzamide in 200 ml of freshly distilled tetrahydrofuran. The resulting mixture was stirred at room temperature for one hour and then heated at reflux for 20 hours. The mixture was cooled and sodium sulfate decahydrate was cautiously added portionwise to the mixture until it was colorless. The mixture was stirred for 30 minutes. The mix... The reactants are [H-].[Na+] (Sodium hydride), BrC1=NC(=CC=C1N(C(=O)C=1C(=NC=CC1)NCC)C)OC (N-(2-bromo-6-methoxy-3-pyridinyl)-2-ethylamino-N-methyl-3-pyridinecarboxamide). The solvent is C=1(C(=CC=CC1)C)C (xylene). Yields the product C(C)N1C2=C(N(C(C3=C1N=CC=C3)=O)C)C=CC(=N2)OC (5,11-dihydro-11-ethyl-2-methoxy-5-methyl-6H-dipyrido[3,2-b:2',3'-e][1,4]diazepin-6-one). Isolated yield 47.7%. Reaction SMILES: [H-].[Na+].Br[C:4]1[C:9]([N:10]([CH3:22])[C:11]([C:13]2[C:14]([NH:19][CH2:20][CH3:21])=[N:15][CH:16]=[CH:17][CH:18]=2)=[O:12])=[CH:8][CH:7]=[C:6]([O:23][CH3:24])[N:5]=1>C1(C)C(C)=CC=CC=1>[CH2:20]([N:19]1[C:14]2[N:15]=[CH:16][CH:17]=[CH:18][C:13]=2[C:11](=[O:12])[N:10]([CH3:22])[C:9]2[CH:8]=[CH:7][C:6]([O:23][CH3:24])=[N:5][C:4]1=2)[CH3:21] |f:0.1|. Procedure details: Sodium hydride (0.9 g of a 50% dispersion in mineral oil) was added to a solution of N-(2-bromo-6-methoxy-3-pyridinyl)-2-ethylamino-N-methyl-3-pyridinecarboxamide (1.4 g) in xylene (20 ml) and the mixture refluxed for 2 hours. After cooling, the mixture was quenched with methanol, diluted with ethyl acetate, and washed with water. The organic phase was dried (anhydrous magnesium sulfate), concentrated, and purified on a silica gel column (ethyl acetate/hexane, 1:4) to give fairly pure product, w... Yield: 59.7%. Procedure details: To a solution of tert-butyl 4-((4-((4-hydroxybenzyl)amino)-6-(2,2,2-trifluoroethoxy)-1,3,5-triazin-2-yl)amino)benzoate (4 g, 8.14 mmol), 1,2-dibromoethane (2.1 mL, 24.42 mmol) in acetone (20 mL) was added potassium carbonate (4.50 g, 32.6 mmol). The resulting solution was stirred for 16 h at reflux. Add another 4 eq of potassium carbonate and 3 eq of 1,2-dibromoethane. The mixture was refluxed for another 7 hs. After cooling to rt, the white solid was filtered and washed with actone. The filtrat... Run in CC(=O)C (acetone). The product is BrCCOC1=CC=C(CNC2=NC(=NC(=N2)OCC(F)(F)F)NC2=CC=C(C(=O)OC(C)(C)C)C=C2)C=C1 (tert-butyl 4-((4-((4-(2-bromoethoxy)benzyl)amino)-6-(2,2,2-trifluoroethoxy)-1,3,5-triazin-2-yl)amino)benzoate). Starting materials: C([O-])([O-])=O.[K+].[K+] (potassium carbonate), BrCCBr (1,2-dibromoethane), OC1=CC=C(CNC2=NC(=NC(=N2)OCC(F)(F)F)NC2=CC=C(C(=O)OC(C)(C)C)C=C2)C=C1 (tert-butyl 4-((4-((4-hydroxybenzyl)amino)-6-(2,2,2-trifluoroethoxy)-1,3,5-triazin-2-yl)amino)benzoate), BrCCBr (1,2-dibromoethane), C([O-])([O-])=O.[K+].[K+] (potassium carbonate). Conditions: time 16 hour. Reaction SMILES: [OH:1][C:2]1[CH:35]=[CH:34][C:5]([CH2:6][NH:7][C:8]2[N:13]=[C:12]([O:14][CH2:15][C:16]([F:19])([F:18])[F:17])[N:11]=[C:10]([NH:20][C:21]3[CH:33]=[CH:32][C:24]([C:25]([O:27][C:28]([CH3:31])([CH3:30])[CH3:29])=[O:26])=[CH:23][CH:22]=3)[N:9]=2)=[CH:4][CH:3]=1.[Br:36][CH2:37][CH2:38]Br.C(=O)([O-])[O-].[K+].[K+]>CC(C)=O>[Br:36][CH2:37][CH2:38][O:1][C:2]1[CH:35]=[CH:34][C:5]([CH2:6][NH:7][C:8]2[N:13]=[C:12]([O:14][CH2:15][C:16]([F:19])([F:17])[F:18])[N:11]=[C:10]([NH:20][C:21]3[CH:33]=[CH:32][C:24]([C:25]([O:27][C:28]([CH3:30])([CH3:31])[CH3:29])=[O:26])=[CH:23][CH:22]=3)[N:9]=2)=[CH:4][CH:3]=1 |f:2.3.4|.